From a dataset of the Open Reaction Database (ORD), a public repository of structured organic reaction records. describe an organic reaction: reactants, conditions, products, and yield Starting materials: C(C(C)(C)C)(=O)NC(NC1=CC=C(C=N1)OC1=CC(=NC=C1)NC(OC(=C)C)=O)=O (prop-1-en-2-yl (4-((6-(3-pivaloylureido)pyridin-3-yl)oxy)pyridin-2-yl)carbamate), N1CCCC1 (pyrrolidine), CN1CCCC1 (N-methylpyrrolidine). The solvent is O1CCOCC1 (dioxane). Product: C(C(C)(C)C)(=O)NC(NC1=CC=C(C=N1)OC1=CC(=NC=C1)NC(=O)N1CCCC1)=O (N-(4-((6-(3-pivaloylureido)pyridin-3-yl)oxy)pyridin-2-yl)pyrrolidine-1-carboxamide). The yield is 70.2%. RXN SMILES: [C:1]([NH:7][C:8](=[O:30])[NH:9][C:10]1[N:15]=[CH:14][C:13]([O:16][C:17]2[CH:22]=[CH:21][N:20]=[C:19]([NH:23][C:24](=[O:29])OC(C)=C)[CH:18]=2)=[CH:12][CH:11]=1)(=[O:6])[C:2]([CH3:5])([CH3:4])[CH3:3].[NH:31]1[CH2:35][CH2:34][CH2:33][CH2:32]1.CN1CCCC1>O1CCOCC1>[C:1]([NH:7][C:8](=[O:30])[NH:9][C:10]1[N:15]=[CH:14][C:13]([O:16][C:17]2[CH:22]=[CH:21][N:20]=[C:19]([NH:23][C:24]([N:31]3[CH2:35][CH2:34][CH2:33][CH2:32]3)=[O:29])[CH:18]=2)=[CH:12][CH:11]=1)(=[O:6])[C:2]([CH3:3])([CH3:4])[CH3:5]. Procedure: A mixture of Example C2 (0.163 g, 0.394 mmol), pyrrolidine (0.028 g, 0.394 mmol) and N-methylpyrrolidine (0.017 g, 0.197 mmol) in dioxane (3 mL) was heated at 80° C. for 45 min, cooled to RT, and concentrated to dryness. The residue was suspended in MeCN and the mixture was sonicated for a few minutes. The light beige solid was collected by filtration, washed with MeCN and dried overnight at 80° C. to provide N-(4-((6-(3-pivaloylureido)pyridin-3-yl)oxy)pyridin-2-yl)pyrrolidine-1-carboxamide (0.1... Reactants: BrC1=CC2=C(C=N1)C=C(N2)C=2C=NN(C2)C (6-bromo-2-(1-methyl-1H-pyrazol-4-yl)-1H-pyrrolo[3,2-c]pyridine), C1(CCC1)O (cyclobutanol), C(=O)(Cl)Cl (phosgene), C1(CCC1)OC(=O)Cl (cyclobutylchloroformate). The solvent is C(C)(=O)OCC (ethyl acetate), O (water), CN(C)C=O (DMF), C1(=CC=CC=C1)C (toluene). Reaction conditions: time 2 hour. Yields the product C1(CCC1)OC(=O)N1C(=CC=2C=NC(=CC21)Br)C=2C=NN(C2)C (Cyclobutyl-6-bromo-2-(1-methyl-1H-pyrazol-4-yl)-1H-pyrrolo[3,2-c]pyridine-1-carboxylate). Isolated yield 70.2%. RXN SMILES: [Br:1][C:2]1[N:7]=[CH:6][C:5]2[CH:8]=[C:9]([C:11]3[CH:12]=[N:13][N:14]([CH3:16])[CH:15]=3)[NH:10][C:4]=2[CH:3]=1.[CH:17]1([O:21][C:22](Cl)=[O:23])[CH2:20][CH2:19][CH2:18]1.C1(O)CCC1.C(Cl)(Cl)=O>CN(C=O)C.C1(C)C=CC=CC=1.C(OCC)(=O)C.O>[CH:17]1([O:21][C:22]([N:10]2[C:4]3[CH:3]=[C:2]([Br:1])[N:7]=[CH:6][C:5]=3[CH:8]=[C:9]2[C:11]2[CH:12]=[N:13][N:14]([CH3:16])[CH:15]=2)=[O:23])[CH2:20][CH2:19][CH2:18]1. Reported procedure: 6-bromo-2-(1-methyl-1H-pyrazol-4-yl)-1H-pyrrolo[3,2-c]pyridine (Preparation 122, 100 mg, 0.36 mmol) was dissolved in dry DMF (1 ml). The solution was degassed and a solution of sodium bis(trimethylsilyl)amide (0.54 ml of a 1M solution in THF, 0.54 mmol) was added. After 20 minutes reaction, a solution of cyclobutylchloroformate [freshly prepared by stirring 40 mg of cyclobutanol with one equivalent of a 20% phosgene solution in toluene (0.275 ml) for 3 h, 0.55 mmol] was added. The reaction was s... Reagents/catalysts: [Cu](Br)Br (copper bromide), [Cu](Br)Br (copper bromide), [Cu](Br)Br (copper bromide). The solvent is C1(=CC=CC=C1)C (Toluene), C1(=CC=CC=C1)C (toluene). Reaction SMILES: C(=O)([O-])[O-].[K+].[K+].[N:7]1([C:12]2[CH:40]=[CH:39][C:15]([CH2:16][CH2:17][N:18]3[CH2:22][CH2:21][C@@H:20]([NH:23][C:24]4[CH:29]=[CH:28][CH:27]=[CH:26][C:25]=4[O:30][CH2:31][C:32]4[CH:37]=[CH:36][CH:35]=[CH:34][C:33]=4Br)[CH2:19]3)=[CH:14][CH:13]=2)[CH2:11][CH2:10][CH2:9][CH2:8]1>[Cu](Br)Br.C1(C)C=CC=CC=1>[N:7]1([C:12]2[CH:40]=[CH:39][C:15]([CH2:16][CH2:17][N:18]3[CH2:22][CH2:21][C@@H:20]([N:23]4[C:33]5[CH:34]=[CH:35][CH:36]=[CH:37][C:32]=5[CH2:31][O:30][C:25]5[CH:26]=[CH:27][CH:28]=[CH:29][C:24]4=5)[CH2:19]3)=[CH:14][CH:13]=2)[CH2:11][CH2:10][CH2:9][CH2:8]1 |f:0.1.2|. Product: N1(CCCC1)C1=CC=C(CCN2C[C@@H](CC2)N2C3=C(OCC4=C2C=CC=C4)C=CC=C3)C=C1 ((R)-5,11-Dihydro-5-[1-(4-pyrrolidinophenethyi)pyrrolidin-3-yl]dibenzo-[b,e][1,4]oxazepine). Reported procedure: Potassium carbonate (1.71 g, 12.4 mmol), copper bromide (I) (53 mg, 0.37 mmol) and toluene (30 ml) were added to (R)-N-[1-(4-pyrrolidinophenethyl)pyrrolidin-3-yl]-2-(2-bromobenzyloxy)aniline (1.4 g as mixture). The reaction mixture was heated under reflux for 53 hours and then copper bromide (I) (60 mg, 0.42 mmol) was added thereto. The reaction mixture was heated under reflux for additional 50 hours. Toluene (10 ml), potassium carbonate (1.04 g, 7.52 mmol) and copper bromide (I) (42 mg, 0.29 mm... Reactants: C([O-])([O-])=O.[K+].[K+] (potassium carbonate), C([O-])([O-])=O.[K+].[K+] (Potassium carbonate), N1(CCCC1)C1=CC=C(CCN2C[C@@H](CC2)NC2=C(C=CC=C2)OCC2=C(C=CC=C2)Br)C=C1 ((R)-N-[1-(4-pyrrolidinophenethyl)pyrrolidin-3-yl]-2-(2-bromobenzyloxy)aniline). Reactants: BrC1C=C(C(C1)=O)CCCCCCC(=O)OCC (4-bromo-2-(carbethoxyhexyl)cyclopent-2-en-1-one), compound, OC1C=C(C(C1)=O)CCCCCCC(=O)OCC (4-hydroxy-2-(6-carbethoxyhexyl)cyclopent-2-en-1-one). Reagents/catalysts: C([O-])([O-])=O.[Ag+2] (silver carbonate). Solvent: C(C)(C)(C)O (t-butanol). Yields the product C(C)(C)(C)OC1C=C(C(C1)=O)CCCCCCC(=O)OCC (4-tert-butoxy-2-(6-carbethoxyhexyl)cyclopent-2-en-1-one). RXN SMILES: BrC1C[C:5](=O)[C:4]([CH2:8]CCCCCC(OCC)=O)=[CH:3]1.[OH:19][CH:20]1[CH2:24][C:23](=[O:25])[C:22]([CH2:26][CH2:27][CH2:28][CH2:29][CH2:30][CH2:31][C:32]([O:34][CH2:35][CH3:36])=[O:33])=[CH:21]1>C(=O)([O-])[O-].[Ag+2].C(O)(C)(C)C>[C:4]([O:19][CH:20]1[CH2:24][C:23](=[O:25])[C:22]([CH2:26][CH2:27][CH2:28][CH2:29][CH2:30][CH2:31][C:32]([O:34][CH2:35][CH3:36])=[O:33])=[CH:21]1)([CH3:8])([CH3:5])[CH3:3] |f:2.3|. Reported procedure: A stirred mixture of 6.35 g. (20 mmoles) of 4-bromo-2-(carbethoxyhexyl)cyclopent-2-en-1-one (Example 94), 3.01 g. (11 moles) of silver carbonate, and 40 ml. of t-butanol is heated at 70° C. for 17 hours. The mixture is cooled and filtered. After evaporation of t-butanol the residue is treated with aq. sodium chloride and extracted with 3:1 ether-hexane. The extract is washed with saturated sodium chloride solution, dried over magnesium sulfate, and concentrated. The crude product is purified by ... Reactants: C1(CC1)N(S(=O)(=O)C1=C(C=C(C=C1C)OC)C)CC=1OC=C(N1)C(=O)N1CCNCC1 (N-cyclopropyl-4-methoxy-2,6-dimethyl-N-{[4-(piperazin-1-ylcarbonyl)-1,3-oxazol-2-yl]methyl}benzenesulfonamide), CC=1NC=C(N1)C=O (2-methyl-1H-imidazole-4-carboxaldehyde), CC(=O)O (AcOH). Solvent: ClCCCl (DCE). Reaction conditions: time 1 hour. Product: C1(CC1)N(S(=O)(=O)C1=C(C=C(C=C1C)OC)C)CC=1OC=C(N1)C(=O)N1CCN(CC1)CC=1N=C(NC1)C (N-Cyclopropyl-4-methoxy-2,6-dimethyl-N-{[4-({4-[(2-methyl-1H-imidazol-4-yl)methyl]piperazin-1-yl}carbonyl)-1,3-oxazol-2-yl]methyl}benzenesulfonamide). As a reaction SMILES: [CH:1]1([N:4]([CH2:18][C:19]2[O:20][CH:21]=[C:22]([C:24]([N:26]3[CH2:31][CH2:30][NH:29][CH2:28][CH2:27]3)=[O:25])[N:23]=2)[S:5]([C:8]2[C:13]([CH3:14])=[CH:12][C:11]([O:15][CH3:16])=[CH:10][C:9]=2[CH3:17])(=[O:7])=[O:6])[CH2:3][CH2:2]1.[CH3:32][C:33]1[NH:34][CH:35]=[C:36]([CH:38]=O)[N:37]=1.CC(O)=O>ClCCCl>[CH:1]1([N:4]([CH2:18][C:19]2[O:20][CH:21]=[C:22]([C:24]([N:26]3[CH2:31][CH2:30][N:29]([CH2:38][C:36]4[N:37]=[C:33]([CH3:32])[NH:34][CH:35]=4)[CH2:28][CH2:27]3)=[O:25])[N:23]=2)[S:5]([C:8]2[C:9]([CH3:17])=[CH:10][C:11]([O:15][CH3:16])=[CH:12][C:13]=2[CH3:14])(=[O:6])=[O:7])[CH2:2][CH2:3]1. Reported procedure: To a stirred solution of N-cyclopropyl-4-methoxy-2,6-dimethyl-N-{[4-(piperazin-1-ylcarbonyl)-1,3-oxazol-2-yl]methyl}benzenesulfonamide (30 mg, 0.07 mmol) in DCE (2 mL) were added 2-methyl-1H-imidazole-4-carboxaldehyde (9 mg, 0.08 mmol) and AcOH (3 μL, 0.07 mmol) and the reaction mixture was stirred for 1 h at ambient temperature. STAB (20 mg, 0.09 mmol) was added and the reaction was stirred for 16 h. The reaction mixture was quenched with H2O (2 mL) and extracted with DCM (3×2 mL). The organic ... Reactants: C1(=CC=CC=C1)CCCCO (phenylbutyl alcohol), C(=O)(N1C=NC=C1)N1C=NC=C1 (1,1′carbonyl diimidazole), N1NCCCC1 (perhydropyridazine). Solvent: C(Cl)Cl (CH2Cl2), C(Cl)Cl (CH2Cl2). Reaction conditions: time 1 hour. The product is N1NC(CCC1)C(=O)OCCCCC1=CC=CC=C1 (4-phenylbutyl perhydropyridazine-carboxylate). As a reaction SMILES: [C:1](N1C=CN=C1)(N1C=CN=C1)=[O:2].[C:13]1([CH2:19][CH2:20][CH2:21][CH2:22][OH:23])[CH:18]=[CH:17][CH:16]=[CH:15][CH:14]=1.[NH:24]1[CH2:29][CH2:28][CH2:27][CH2:26][NH:25]1>C(Cl)Cl>[NH:24]1[CH2:29][CH2:28][CH2:27][CH:26]([C:1]([O:23][CH2:22][CH2:21][CH2:20][CH2:19][C:13]2[CH:18]=[CH:17][CH:16]=[CH:15][CH:14]=2)=[O:2])[NH:25]1. Procedure details: A solution containing 1,1′carbonyl diimidazole (0.893 g, 5.5 mmol) in 5 ml CH2Cl2 was added slowly to a solution of CH2Cl2 containing phenylbutyl alcohol (0.89 ml, 5.77 mmol). After stirring at room temperature for 1 hour, this solution was then added slowly to a solution containing perhydropyridazine mentioned above. The reaction was allowed to stir for overnight. The crude mixture was then concentrated and used without further purification. The reactants are O1C(=CC=C1)C1=NN2C(N=C(N=C2N)S(=O)(=O)C)=N1 (2-Furan-2-yl-5-methanesulfonyl-[1,2,4]triazolo[1,5-a][1,3,5]triazin-7-ylamine), ClC=1C=NC=C(C1C(=O)N1CCNCC1)Cl ((3,5-Dichloro-pyridin-4-yl)-piperazin-1-yl-methanone). Solvent: CC#N (CH3CN). The product is NC1=NC(=NC=2N1N=C(N2)C=2OC=CC2)N2CCN(CC2)C(=O)C2=C(C=NC=C2Cl)Cl ([4-(7-Amino-2-furan-2-yl-[1,2,4]triazolo[1,5-a][1,3,5]triazin-5-yl)-piperazin-1-yl]-(3,5-dichloro-pyridin-4-yl)-methanone). Reaction SMILES: [O:1]1[CH:5]=[CH:4][CH:3]=[C:2]1[C:6]1[N:19]=[C:9]2[N:10]=[C:11](S(C)(=O)=O)[N:12]=[C:13]([NH2:14])[N:8]2[N:7]=1.[Cl:20][C:21]1[CH:22]=[N:23][CH:24]=[C:25]([Cl:35])[C:26]=1[C:27]([N:29]1[CH2:34][CH2:33][NH:32][CH2:31][CH2:30]1)=[O:28]>CC#N>[NH2:14][C:13]1[N:8]2[N:7]=[C:6]([C:2]3[O:1][CH:5]=[CH:4][CH:3]=3)[N:19]=[C:9]2[N:10]=[C:11]([N:32]2[CH2:33][CH2:34][N:29]([C:27]([C:26]3[C:25]([Cl:35])=[CH:24][N:23]=[CH:22][C:21]=3[Cl:20])=[O:28])[CH2:30][CH2:31]2)[N:12]=1. Reported procedure: 2-Furan-2-yl-5-methanesulfonyl-[1,2,4]triazolo[1,5-a][1,3,5]triazin-7-ylamine (0.15 mmol; see Example 1(a) above) was suspended in 4 mL of CH3CN along with 3 eq. of (3,5-Dichloro-pyridin-4-yl)-piperazin-1-yl-methanone. The reaction mixture was stirred under reflux for 3 hours. It was then cooled to room temperature and concentrated under reduced pressure. The resulting crude product was purified by preparative HPLC using a mixture of aqueous CH3CN that has been buffered with 0.1% TFA. 1H NMR (DM...